describe an organic reaction: reactants, conditions, products, and yield From a dataset of the Open Reaction Database (ORD), a public repository of structured organic reaction records. Starting materials: C(CCCOCCCCCCCC)(=O)O (5-Oxatridecanoic acid), C(CCCCCCC)O (n-Octanol), BrCCCC#N (4-bromobutyronitrile), [OH-].[Na+] (NaOH). Reagents/catalysts: [N+](CCCC)(CCCC)(CCCC)CCCC.[O-]S(=O)(=O)O (Bu4NHSO4). Run in O (Water), C1=CC=CC=C1 (benzene). Reaction conditions: time 3 day. Product: C(CCCOCCCCCCCC)#N (5-oxatridecanonitrile). The yield is 16.0%. Reaction SMILES: [C:1](O)(=O)[CH2:2][CH2:3][CH2:4][O:5][CH2:6][CH2:7][CH2:8][CH2:9][CH2:10][CH2:11][CH2:12][CH3:13].C(O)CCCCCCC.BrCCCC#[N:30].[OH-].[Na+]>[N+](CCCC)(CCCC)(CCCC)CCCC.[O-]S(O)(=O)=O.O.C1C=CC=CC=1>[C:1](#[N:30])[CH2:2][CH2:3][CH2:4][O:5][CH2:6][CH2:7][CH2:8][CH2:9][CH2:10][CH2:11][CH2:12][CH3:13] |f:3.4,5.6|. Procedure: 5-Oxatridecanoic acid (O5, C13)--n-Octanol [CH3 (CH2)7OH, 8.0 g, 61.43 mmol] and 4-bromobutyronitrile [Br(CH2)3CN, 9.09 g, 61.43 mmol] were added to a solution of NaOH (50% aqueous, 50 mL), benzene (50 mL) and Bu4NHSO4 (2.61 g, 7.68 mmol). The mixture was stirred for 3 days at room temp. Water (50 mL) was added and then the mixture was extracted with ethyl acetate (4×60 mL), washed with water (2×40 mL) dried over Na2SO4 and distilled (Kugelrohr) to yield 5-oxatridecanonitrile (1.90 g, 16%) as a ... The reactants are C(C)NP(OCC)(OCC)=S (O,O-diethyl ethylphosphoramidothioate), N1=CC=CC=C1 (pyridine), CNC(=O)ON=C(C)SC (methyl N-[[(methylamino)carbonyl]oxy]ethanimidothioate), S(=O)(Cl)Cl (thionyl chloride). Yields the product C(C)OP(=S)(OCC)CCNS(=O)CNC(=O)ON=C(C)SC (Methyl N-[[[[[(diethoxyphosphinothioyl)ethylamino]sulfinyl]methylamino]carbonyl]oxy]ethanimidothioate), colorless prisms. As a reaction SMILES: [CH3:1][NH:2][C:3]([O:5][N:6]=[C:7]([S:9][CH3:10])[CH3:8])=[O:4].[S:11](Cl)(Cl)=[O:12].C(N[P:18](=[S:25])([O:22][CH2:23][CH3:24])[O:19][CH2:20][CH3:21])C.[N:26]1C=CC=[CH:28][CH:27]=1>>[CH2:23]([O:22][P:18]([CH2:28][CH2:27][NH:26][S:11]([CH2:1][NH:2][C:3]([O:5][N:6]=[C:7]([S:9][CH3:10])[CH3:8])=[O:4])=[O:12])([O:19][CH2:20][CH3:21])=[S:25])[CH3:24]. Procedure: Methyl N-[[[[[(diethoxyphosphinothioyl)ethylamino]sulfinyl]methylamino]carbonyl]oxy]ethanimidothioate was prepared by the procedure employed in Example 9, by reacting methyl N-[[(methylamino)carbonyl]oxy]ethanimidothioate (2.43 g, 0.015 mole), thionyl chloride (1.79 g, 0.015 mole), and O,O-diethyl ethylphosphoramidothioate (2.96 g, 0.015 mole) in pyridine (10 ml). Recrystallization from chloroform-hexane afforded 2.95 g of colorless prisms of the formula below, mp 67~68°. ##STR25## The reactants are O[C@H](C)[C@@H]1[C@H]2[C@H](C(=C(N2C1=O)C(=O)OCC1=CC=C(C=C1)[N+](=O)[O-])S[C@H]1[C@H](OCC1)CNC([C@H](C(C)C)NC(=O)OCC1=CC=C(C=C1)[N+](=O)[O-])=O)C (4-nitrobenzyl (4R,5S,6S)-6-[(1R)-1-hydroxyethyl]-4-methyl-3-{[(2R,3R)-2-({[(2S)-3-methyl-2-({[(4-nitrobenzyl)oxy]carbonyl}amino)-butanoyl]amino}methyl)tetrahydrofuran-3-yl]thio}-7-oxo-1-azabicyclo[3.2.0]hept-2-ene-2-carboxylate), C(CCC)O (1-butanol). Reagents/catalysts: [Pd] (palladium on carbon). The solvent is O (water). Run at time 8 hour. Product: N[C@H](C(=O)NC[C@H]1OCC[C@H]1SC1=C(N2C([C@@H]([C@H]2[C@H]1C)[C@@H](C)O)=O)C(=O)O)C(C)C ((4R, 5S, 6S)-3-[[(2R,3R)-2-[[[(S)-2-Amino-3-methyl-1-oxobutyl]amino]methyl]tetrahydro-3-furanyl]thio]-6-[(R)-1-hydroxyethyl]-4-methyl-7-oxo-1-azabicyclo[3.2.0]hept-2-ene-2-carboxylic acid). Isolated yield 83.1%. RXN SMILES: [OH:1][C@@H:2]([C@H:4]1[C:10](=[O:11])[N:9]2[C@@H:5]1[C@@H:6]([CH3:53])[C:7]([S:25][C@@H:26]1[CH2:30][CH2:29][O:28][C@@H:27]1[CH2:31][NH:32][C:33](=[O:52])[C@@H:34]([NH:38]C(OCC1C=CC([N+]([O-])=O)=CC=1)=O)[CH:35]([CH3:37])[CH3:36])=[C:8]2[C:12]([O:14]CC1C=CC([N+]([O-])=O)=CC=1)=[O:13])[CH3:3].C(O)CCC>[Pd].O>[NH2:38][C@@H:34]([CH:35]([CH3:37])[CH3:36])[C:33]([NH:32][CH2:31][C@@H:27]1[C@H:26]([S:25][C:7]2[C@H:6]([CH3:53])[C@H:5]3[N:9]([C:10](=[O:11])[C@@H:4]3[C@H:2]([OH:1])[CH3:3])[C:8]=2[C:12]([OH:14])=[O:13])[CH2:30][CH2:29][O:28]1)=[O:52]. Reported procedure: A mixture of 4-nitrobenzyl (4R,5S,6S)-6-[(1R)-1-hydroxyethyl]-4-methyl-3-{[(2R,3R)-2-({[(2S)-3-methyl-2-({[(4-nitrobenzyl)oxy]carbonyl}amino)-butanoyl]amino}methyl)tetrahydrofuran-3-yl]thio}-7-oxo-1-azabicyclo[3.2.0]hept-2-ene-2-carboxylate (0.200 g), 50% wet 10% palladium on carbon (0.256 g), 1-butanol (20 ml) and water (20 ml) is hydrogenated in a Parr apparatus at 56 psi for 8 hours. The catalyst is then removed by filtration through diatomaceous earth and washed with 2×6 ml of water. The 1-b... Reactants: C1(=CC=CC=C1)N=C=S (phenyl isothiocyanate), CCCCCC (hexane), [Li]CCCC (BuLi), BrC1=NC(=CC(=C1)OC)OC1=CC(=CC=C1)C(F)(F)F (2-bromo-4-methoxy-6-{3-(trifluoromethyl)phenoxy} pyridine). Run in C(C)OCC (diethyl ether), C(C)OCC (diethyl ether). Reaction conditions: time 10 minute. The product is C1(=CC=CC=C1)NC(=S)C1=NC(=CC(=C1)OC)OC1=CC(=CC=C1)C(F)(F)F (N-phenyl-4-methoxy-6-{3-(trifluoromethyl)phenoxy}-2-pyridine thiocarboxamide). As a reaction SMILES: Br[C:2]1[CH:7]=[C:6]([O:8][CH3:9])[CH:5]=[C:4]([O:10][C:11]2[CH:16]=[CH:15][CH:14]=[C:13]([C:17]([F:20])([F:19])[F:18])[CH:12]=2)[N:3]=1.CCCCCC.[Li]CCCC.[C:32]1([N:38]=[C:39]=[S:40])[CH:37]=[CH:36][CH:35]=[CH:34][CH:33]=1>C(OCC)C>[C:32]1([NH:38][C:39]([C:2]2[CH:7]=[C:6]([O:8][CH3:9])[CH:5]=[C:4]([O:10][C:11]3[CH:16]=[CH:15][CH:14]=[C:13]([C:17]([F:20])([F:19])[F:18])[CH:12]=3)[N:3]=2)=[S:40])[CH:37]=[CH:36][CH:35]=[CH:34][CH:33]=1. Procedure details: 0.8 g (0.0023 mol) of 2-bromo-4-methoxy-6-{3-(trifluoromethyl)phenoxy} pyridine was dissolved in about 15 ml of diethyl ether. While cooling the obtained solution in a dry ice-acetone bath in an argon atmosphere, 1.5 ml of a 1.69M-hexane solution of BuLi (0.0023×1.1 mol) was added thereto, followed by stirring the solution for about 10 minutes. After 0.62 g (0.0023×2.0 mol) of phenyl isothiocyanate dissolved in about 5 ml of diethyl ether was added to the reaction solution, the solution was remo... The reactants are B, C1CCOC1, Cl, COc1cc2c(cc1OC)C(C)N(C(=O)Cc1cccc([N+](=O)[O-])c1)CC2. The product is Cl, COc1cc2c(cc1OC)C(C)N(CCc1cccc([N+](=O)[O-])c1)CC2. Reaction SMILES: [BH3:28].[CH2:30]1[O:31][CH2:32][CH2:33][CH2:34]1.[ClH:29].[N+:1](=[O:2])([O-:3])[c:4]1[cH:5][c:6]([CH2:10][C:11](=[O:12])[N:13]2[CH:14]([CH3:27])[c:15]3[cH:16][c:17]([O:25][CH3:26])[c:18]([O:23][CH3:24])[cH:19][c:20]3[CH2:21][CH2:22]2)[cH:7][cH:8][cH:9]1>>[ClH:29].[N+:1](=[O:2])([O-:3])[c:4]1[cH:5][c:6]([CH2:10][CH2:11][N:13]2[CH:14]([CH3:27])[c:15]3[cH:16][c:17]([O:25][CH3:26])[c:18]([O:23][CH3:24])[cH:19][c:20]3[CH2:21][CH2:22]2)[cH:7][cH:8][cH:9]1. Reactants: [N+](=[N-])=C(CS(=O)(=O)[C@@H]1CC(N1)=O)C(=O)OCC1=CC=CC=C1 ((4R)-4-(2'-diazo-2'-benzyloxycarbonylethylsulfonyl)-2-azetidinone). Reagents/catalysts: C(C)(=O)[O-].C(C)(=O)[O-].C(C)(=O)[O-].C(C)(=O)[O-].[Rh+3].[Rh+3] (dirhodium tetraacetate), C(C)(=O)[O-].C(C)(=O)[O-].C(C)(=O)[O-].C(C)(=O)[O-].[Rh+3].[Rh+3] (dirhodium tetraacetate). Run in COCCOC (1,2-dimethoxyethane). Reaction conditions: time 1.5 hour. Product: S1(C[C@@H](N2[C@H]1CC2=O)C(=O)OCC2=CC=CC=C2)(=O)=O (Benzyl (3S, 5R)-Penam-3-Carboxylate 1,1-Dioxide). Isolated yield 53.5%. As a reaction SMILES: [N+](=[C:3]([C:13]([O:15][CH2:16][C:17]1[CH:22]=[CH:21][CH:20]=[CH:19][CH:18]=1)=[O:14])[CH2:4][S:5]([C@H:8]1[NH:11][C:10](=[O:12])[CH2:9]1)(=[O:7])=[O:6])=[N-]>COCCOC.C([O-])(=O)C.C([O-])(=O)C.C([O-])(=O)C.C([O-])(=O)C.[Rh+3].[Rh+3]>[S:5]1(=[O:7])(=[O:6])[C@@H:8]2[CH2:9][C:10](=[O:12])[N:11]2[C@@H:3]([C:13]([O:15][CH2:16][C:17]2[CH:22]=[CH:21][CH:20]=[CH:19][CH:18]=2)=[O:14])[CH2:4]1 |f:2.3.4.5.6.7|. Procedure: To a stirred solution of 1.80 g of (4R)-4-(2'-diazo-2'-benzyloxycarbonylethylsulfonyl)-2-azetidinone in 100 ml of 1,2-dimethoxyethane was added 3 mg of dirhodium tetraacetate. The reaction mixture was stirred for 1.5 hours and then a further 3 mg of dirhodium tetraacetate was added. Stirring was continued for 2.5 hours, and then the solvent was removed by evaporation in vacuo. The residue was dissolved in ethyl acetate, and the solution was washed twice with water at pH 8.5. The ethyl acetate so... Starting materials: ice water, C(C)(=O)C1=C(C(=C(OCC2=CC=CN3C2=NC=C(C3=O)CC#N)C=C1)CCC)O (9-[(4-acetyl-3-hydroxy-2-n-propylphenoxy)methyl]-3-cyanomethyl-4H-pyrido[1,2-a]pyrimidin-4-one), [Cl-].[NH4+] (ammonium chloride), [N-]=[N+]=[N-].[Na+] (sodium azide), Cl (hydrochloric acid). The solvent is CN(C=O)C (dimethylformamide). The product is C(C)(=O)C1=C(C(=C(OCC2=CC=CN3C2=NC=C(C3=O)CC3=NN=NN3)C=C1)CCC)O (9-[(4-acetyl-3-hydroxy-2-n-propylphenoxy)methyl]-3-[(1H-tetrazol-5-yl)methyl]-4H-pyrido[1,2-a]pyrimidin-4-one). The yield is 47.8%. RXN SMILES: [C:1]([C:4]1[CH:25]=[CH:24][C:7]([O:8][CH2:9][C:10]2[C:15]3=[N:16][CH:17]=[C:18]([CH2:21][C:22]#[N:23])[C:19](=[O:20])[N:14]3[CH:13]=[CH:12][CH:11]=2)=[C:6]([CH2:26][CH2:27][CH3:28])[C:5]=1[OH:29])(=[O:3])[CH3:2].[Cl-].[NH4+].[N-:32]=[N+:33]=[N-:34].[Na+].Cl>CN(C)C=O>[C:1]([C:4]1[CH:25]=[CH:24][C:7]([O:8][CH2:9][C:10]2[C:15]3=[N:16][CH:17]=[C:18]([CH2:21][C:22]4[NH:34][N:33]=[N:32][N:23]=4)[C:19](=[O:20])[N:14]3[CH:13]=[CH:12][CH:11]=2)=[C:6]([CH2:26][CH2:27][CH3:28])[C:5]=1[OH:29])(=[O:3])[CH3:2] |f:1.2,3.4|. Reported procedure: A mixture of 1.04 g (2.65 mmoles) of 9-[(4-acetyl-3-hydroxy-2-n-propylphenoxy)methyl]-3-cyanomethyl-4H-pyrido[1,2-a]pyrimidin-4-one, 1.00 g (18.69 mmoles) of ammonium chloride, 1.21 g (18.61 mmoles) of sodium azide and 30 ml of dimethylformamide was heated at 100°-110° C. for 8 hours with stirring. After cooling, the resulting reaction solution was poured into ice water and then acidified with dilute hydrochloric acid. The precipitate so formed was collected by filtration and recrystallized from... The reactants are COC(CCC1=CSC=C1)=O (3-thiolpropanoic acid methyl ester), BrC1=CC=C(CBr)C=C1 (4-bromobenzyl-bromide), CN(C)C=O (DMF), C(=O)([O-])[O-].[Cs+].[Cs+] (Cs2CO3). Run at time 2 hour. The product is COC(CCSCC1=CC=C(C=C1)Br)=O (3-(4-bromophenylmethylsulfanyl)-propanoic acid methyl ester). Isolated yield 87.0%. RXN SMILES: COC(=O)CC[C:6]1C=C[S:8][CH:7]=1.[Br:12][C:13]1[CH:20]=[CH:19][C:16]([CH2:17]Br)=[CH:15][CH:14]=1.[C:21]([O-:24])([O-])=[O:22].[Cs+].[Cs+].[CH3:27]N(C=O)C>>[CH3:27][O:24][C:21](=[O:22])[CH2:6][CH2:7][S:8][CH2:17][C:16]1[CH:19]=[CH:20][C:13]([Br:12])=[CH:14][CH:15]=1 |f:2.3.4|. Procedure details: A solution of 3-thiolpropanoic acid methyl ester (1.2 g, 10 mmol) and 4-bromobenzyl-bromide (2.5 g, 10 mmol) in DMF (20 mL) was cooled to 0° C. and treated with Cs2CO3 (3.9 g, 12 mmol). After stirred for 2 h, the reaction was quenched with 5% HCl (25 mL) and diluted with ethyl acetate (50 mL). After seperation, the aqueous layer extracted with ethyl acetate (3×15 mL). The combined organic layers were washed with sat. aq NaCl, dried over MgSO4 and concentrated. Purification by flash column chroma... Reactants: BrC1=CC=CC(=N1)C1=NC(=CC=C1)C1=C(C=C(C=C1)C)O (6-bromo-6′-(2-hydroxy-4-methylphenyl)-2,2′-bipyridine), CC=1C(=C(C=CC1C)B(O)O)O (3,4-dimethyl-2-hydroxyphenylboronic acid). Yields the product CC=1C(=C(C=CC1C)C1=CC=CC(=N1)C1=NC(=CC=C1)C1=C(C=C(C=C1)C)O)O (6-(3,4-Dimethyl-2-hydroxyphenyl)-6′-(2-hydroxy-4-methylphenyl)-2,2′-bipyridine). Isolated yield 54.0%. RXN SMILES: Br[C:2]1[N:7]=[C:6]([C:8]2[CH:13]=[CH:12][CH:11]=[C:10]([C:14]3[CH:19]=[CH:18][C:17]([CH3:20])=[CH:16][C:15]=3[OH:21])[N:9]=2)[CH:5]=[CH:4][CH:3]=1.[CH3:22][C:23]1[C:24]([OH:33])=[C:25](B(O)O)[CH:26]=[CH:27][C:28]=1[CH3:29]>>[CH3:22][C:23]1[C:24]([OH:33])=[C:25]([C:2]2[N:7]=[C:6]([C:8]3[CH:13]=[CH:12][CH:11]=[C:10]([C:14]4[CH:19]=[CH:18][C:17]([CH3:20])=[CH:16][C:15]=4[OH:21])[N:9]=3)[CH:5]=[CH:4][CH:3]=2)[CH:26]=[CH:27][C:28]=1[CH3:29]. Procedure details: 6-(3,4-Dimethyl-2-hydroxyphenyl)-6′-(2-hydroxy-4-methylphenyl)-2,2′-bipyridine was prepared from 6-bromo-6′-(2-hydroxy-4-methylphenyl)-2,2′-bipyridine and 3,4-dimethyl-2-hydroxyphenylboronic acid in 54% yield using method F; δH [2H6]-DMSO 13.40,(1H, b), 8.32,(2H, d), 8.24,(2H, m), 8.14-8.00,(3H, m), 7.86,(1H, d), 6.81,(3H, m), 2.33,(3H, s), 2.30,(3H, s), 2.19,(3H, s). The reactants are COC=1C=CC(=NC1)NC1=NC=CC=2C(=CC=CC12)C(=O)O (1-((5-methoxypyridin-2-yl)amino)isoquinoline-5-carboxylic acid), NC1=NC=CC=2C(=CC=CC12)C(=O)NC1=C(C=CC(=C1)C(NC1=CC(=CC=C1)C(F)(F)F)=O)C (1-amino-N-(2-methyl-5-((3-(trifluoromethyl)phenyl)carbamoyl)phenyl)isoquinoline-5-carboxamide), NC1=CC=CC=C1 (aniline). The product is COC=1C=CC(=NC1)NC1=NC=CC=2C(=CC=CC12)C(=O)NC1=C(C=CC(=C1)C(NC1=CC(=CC=C1)C(F)(F)F)=O)C (1-((5-methoxypyridin-2-yl)amino)-N-(2-methyl-5-((3-(trifluoromethyl)phenyl)carbamoyl)phenyl)isoquinoline-5-carboxamide). Isolated yield 33.0%. RXN SMILES: [CH3:1][O:2][C:3]1[CH:4]=[CH:5][C:6]([NH:9][C:10]2[C:19]3[CH:18]=[CH:17][CH:16]=[C:15]([C:20]([OH:22])=O)[C:14]=3[CH:13]=[CH:12][N:11]=2)=[N:7][CH:8]=1.NC1C2C=CC=C(C([NH:36][C:37]3[CH:42]=[C:41]([C:43](=[O:55])[NH:44][C:45]4[CH:50]=[CH:49][CH:48]=[C:47]([C:51]([F:54])([F:53])[F:52])[CH:46]=4)[CH:40]=[CH:39][C:38]=3[CH3:56])=O)C=2C=CN=1.NC1C=CC=CC=1>>[CH3:1][O:2][C:3]1[CH:4]=[CH:5][C:6]([NH:9][C:10]2[C:19]3[CH:18]=[CH:17][CH:16]=[C:15]([C:20]([NH:36][C:37]4[CH:42]=[C:41]([C:43](=[O:55])[NH:44][C:45]5[CH:50]=[CH:49][CH:48]=[C:47]([C:51]([F:52])([F:53])[F:54])[CH:46]=5)[CH:40]=[CH:39][C:38]=4[CH3:56])=[O:22])[C:14]=3[CH:13]=[CH:12][N:11]=2)=[N:7][CH:8]=1. Procedure details: The procedures of Example 1 were repeated, except for using 1-((5-methoxypyridin-2-yl)amino)isoquinoline-5-carboxylic acid obtained in Step (3) of Example 19 and 3-amino-4-methyl-N-(3-(trifluoromethyl)phenyl)benzamide obtained in Example 3 instead of carboxylic acid and aniline in Step (3) of Example 1 to obtain the title compound (24 mg, 33%).